This data is from the Open Reaction Database (ORD), a public repository of structured organic reaction records. The task is: describe an organic reaction: reactants, conditions, products, and yield The reactants are CC=1NC2=C(C=C(C(=C2C1)N1CCOCC1)F)Br (2-methyl-4-morpholino-5-fluoro-7-bromoindole), [H][H] (hydrogen), [OH-] (hydroxide). Reagents/catalysts: [C].[Pd] (palladium-carbon). Run in C(C)O (ethanol). Product: CC=1NC2=CC=C(C(=C2C1)N1CCOCC1)F (2-methyl-4-morpholino-5-fluoroindole). The yield is 65.7%. As a reaction SMILES: [CH3:1][C:2]1[NH:3][C:4]2[C:9]([CH:10]=1)=[C:8]([N:11]1[CH2:16][CH2:15][O:14][CH2:13][CH2:12]1)[C:7]([F:17])=[CH:6][C:5]=2Br.[OH-].[H][H]>C(O)C.[C].[Pd]>[CH3:1][C:2]1[NH:3][C:4]2[C:9]([CH:10]=1)=[C:8]([N:11]1[CH2:12][CH2:13][O:14][CH2:15][CH2:16]1)[C:7]([F:17])=[CH:6][CH:5]=2 |f:4.5|. Procedure: To a solution of 24 g of 2-methyl-4-morpholino-5-fluoro-7-bromoindole in 200 ml of ethanol was added 1 g of palladium-carbon and then 15 ml of a 20% aqueous sodiium hydroxide solution. This mixture was subjected to catalytic reduction at room temperature and at atmospheric pressure. The reaction was stopped when a theoretical amount (about 1.7 l) of hydrogen was absorbed, and the catalyst was removed by filtration followed by concentration. The residue was purified through silica gel column chro...